describe an organic reaction: reactants, conditions, products, and yield From a dataset of the Open Reaction Database (ORD), a public repository of structured organic reaction records. The product is COC=Cc1cccc(OC)c1OC. Reactants: [Br-], C1CCOC1, COc1cccc(C=O)c1OC, COC[P+](c1ccccc1)(c1ccccc1)c1ccccc1, [NH2-], [Na], O. As a reaction SMILES: [Br-:1].[CH2:38]1[O:39][CH2:40][CH2:41][CH2:42]1.[CH3:26][O:27][c:28]1[c:29]([CH:30]=[O:31])[cH:32][cH:33][cH:34][c:35]1[O:36][CH3:37].[CH3:2][O:3][CH2:4][P+:5]([c:6]1[cH:7][cH:8][cH:9][cH:10][cH:11]1)([c:12]1[cH:13][cH:14][cH:15][cH:16][cH:17]1)[c:18]1[cH:19][cH:20][cH:21][cH:22][cH:23]1.[NH2-:25].[Na:24].[OH2:43]>>[CH3:2][O:3][CH:4]=[CH:30][c:29]1[c:28]([O:27][CH3:26])[c:35]([O:36][CH3:37])[cH:34][cH:33][cH:32]1. Starting materials: C=O, CCCCc1ncc(CNC(Cc2ccccc2)C(=O)OC)n1Cc1ccccc1Cl, O=CO, Cl. Product: CCCCc1ncc(CN(C)C(Cc2ccccc2)C(=O)OC)n1Cc1ccccc1Cl. Reaction SMILES: [CH2:32]=[O:33].[CH3:1][O:2][C:3]([CH:4]([NH:5][CH2:6][c:7]1[cH:8][n:9][c:10]([CH2:20][CH2:21][CH2:22][CH3:23])[n:11]1[CH2:12][c:13]1[c:14]([Cl:19])[cH:15][cH:16][cH:17][cH:18]1)[CH2:24][c:25]1[cH:26][cH:27][cH:28][cH:29][cH:30]1)=[O:31].[CH:35]([OH:36])=[O:37].[ClH:34]>>[CH3:1][O:2][C:3]([CH:4]([N:5]([CH2:6][c:7]1[cH:8][n:9][c:10]([CH2:20][CH2:21][CH2:22][CH3:23])[n:11]1[CH2:12][c:13]1[c:14]([Cl:19])[cH:15][cH:16][cH:17][cH:18]1)[CH3:32])[CH2:24][c:25]1[cH:26][cH:27][cH:28][cH:29][cH:30]1)=[O:31]. Starting materials: Cl (hydrochloric acid), BrC=1C=C(C=CC1)C1CC2=C(C(=CO2)C)C(C1)=O (6-(3-bromophenyl)-3-methyl-4,5,6,7-tetrahydrobenzofuran-4-one), C(=N)(N)NN.Cl (aminoguanidine hydrochloride). Solvent: C(C)O (ethanol). Conditions: temperature 90 celsius, time 2 hour. The product is Cl.BrC=1C=C(C=CC1)C1CC2=C(C(=CO2)C)/C(/C1)=N/NC(=N)N ((E)-6-(3-bromophenyl)-4-guanidinoimino-3-methyl-4,5,6,7-tetrahydrobenzofuran hydrochloride). The yield is 41.7%. RXN SMILES: [Br:1][C:2]1[CH:3]=[C:4]([CH:8]2[CH2:17][C:16](=O)[C:11]3[C:12]([CH3:15])=[CH:13][O:14][C:10]=3[CH2:9]2)[CH:5]=[CH:6][CH:7]=1.[C:19]([NH:22][NH2:23])([NH2:21])=[NH:20].[ClH:24].Cl>C(O)C>[ClH:24].[Br:1][C:2]1[CH:3]=[C:4]([CH:8]2[CH2:17]/[C:16](=[N:23]\[NH:22][C:19]([NH2:21])=[NH:20])/[C:11]3[C:12]([CH3:15])=[CH:13][O:14][C:10]=3[CH2:9]2)[CH:5]=[CH:6][CH:7]=1 |f:1.2,5.6|. Procedure: To a mixture of 6-(3-bromophenyl)-3-methyl-4,5,6,7-tetrahydrobenzofuran-4-one (0.14 g) and aminoguanidine hydrochloride (51 mg) were added ethanol (10 ml) and 6N hydrochloric acid (0.04 ml), and the mixture was stirred at 90° C. for 2 hours and cooled. The reaction solution was concentrated under reduced pressure, and the residue was washed with ethanol, ethyl acetate and isopropylether, and dried to give (E)-6-(3-bromophenyl)-4-guanidinoimino-3-methyl-4,5,6,7-tetrahydrobenzofuran hydrochloride ...